describe an organic reaction: reactants, conditions, products, and yield From a dataset of the Open Reaction Database (ORD), a public repository of structured organic reaction records. Reactants: C[O-], CO, CCO, CC(=O)n1ccc2c(I)ccnc21, [Na+]. The product is Ic1ccnc2[nH]ccc12. Reaction SMILES: [CH3:14][O-:15].[CH3:17][OH:18].[CH3:19][CH2:20][OH:21].[I:1][c:2]1[c:3]2[c:4]([n:5][cH:6][cH:7]1)[n:8]([C:11](=[O:12])[CH3:13])[cH:9][cH:10]2.[Na+:16]>>[I:1][c:2]1[c:3]2[c:4]([n:5][cH:6][cH:7]1)[nH:8][cH:9][cH:10]2.